Dataset: the Open Reaction Database (ORD), a public repository of structured organic reaction records. Task: describe an organic reaction: reactants, conditions, products, and yield Reactants: CCOC(=O)c1cncc(Br)c1, CC(C)c1ccc(B(O)O)cc1, COCCOC, CN(C)C=O, [Na+], [Na+], O=C([O-])[O-], O, c1ccc(P(c2ccccc2)(c2ccccc2)[Pd](P(c2ccccc2)(c2ccccc2)c2ccccc2)(P(c2ccccc2)(c2ccccc2)c2ccccc2)P(c2ccccc2)(c2ccccc2)c2ccccc2)cc1. The product is CCOC(=O)c1cncc(-c2ccc(C(C)C)cc2)c1. RXN SMILES: [Br:1][c:2]1[cH:3][n:4][cH:5][c:6]([C:7](=[O:8])[O:9][CH2:10][CH3:11])[cH:12]1.[CH3:13][CH:14]([CH3:15])[c:16]1[cH:17][cH:18][c:19]([B:22]([OH:23])[OH:24])[cH:20][cH:21]1.[CH3:31][O:32][CH2:33][CH2:34][O:35][CH3:36].[CH3:38][N:39]([CH3:40])[CH:41]=[O:42].[Na+:25].[Na+:26].[O-:27][C:28](=[O:29])[O-:30].[OH2:37].[cH:43]1[cH:44][cH:45][c:46]([P:47]([Pd:48]([P:49]([c:50]2[cH:51][cH:52][cH:53][cH:54][cH:55]2)([c:56]2[cH:57][cH:58][cH:59][cH:60][cH:61]2)[c:62]2[cH:63][cH:64][cH:65][cH:66][cH:67]2)([P:68]([c:69]2[cH:70][cH:71][cH:72][cH:73][cH:74]2)([c:75]2[cH:76][cH:77][cH:78][cH:79][cH:80]2)[c:81]2[cH:82][cH:83][cH:84][cH:85][cH:86]2)[P:87]([c:88]2[cH:89][cH:90][cH:91][cH:92][cH:93]2)([c:94]2[cH:95][cH:96][cH:97][cH:98][cH:99]2)[c:100]2[cH:101][cH:102][cH:103][cH:104][cH:105]2)([c:106]2[cH:107][cH:108][cH:109][cH:110][cH:111]2)[c:112]2[cH:113][cH:114][cH:115][cH:116][cH:117]2)[cH:118][cH:119]1>>[c:2]1(-[c:19]2[cH:18][cH:17][c:16]([CH:14]([CH3:13])[CH3:15])[cH:21][cH:20]2)[cH:3][n:4][cH:5][c:6]([C:7](=[O:8])[O:9][CH2:10][CH3:11])[cH:12]1. Starting materials: COC1=NC(=NC(=C1)OC)NC(=O)NS(=O)(=O)NN1C=CC=C1 (N-(4,6-dimethoxypyrimidin-2-yl)-N'-{[(1H-pyrrol-1-yl)amino]sulfonyl}urea), 1170, ice water N-bromosuccinimide, [K+].[Br-] (KBr). Run in O1CCCC1 (tetrahydrofuran). Reaction conditions: time 3 hour. Product: BrC=1N(C=CC1)NS(=O)(=O)NC(=O)NC1=NC(=CC(=N1)OC)OC (N-{[(2-bromo-1H-pyrrol-1-yl)amino]sulfonyl)-N'-(4,6-dimethoxypyrimidin-2-yl)urea). As a reaction SMILES: [CH3:1][O:2][C:3]1[CH:8]=[C:7]([O:9][CH3:10])[N:6]=[C:5]([NH:11][C:12]([NH:14][S:15]([NH:18][N:19]2[CH:23]=[CH:22][CH:21]=[CH:20]2)(=[O:17])=[O:16])=[O:13])[N:4]=1.[K+].[Br-:25]>O1CCCC1>[Br:25][C:20]1[N:19]([NH:18][S:15]([NH:14][C:12]([NH:11][C:5]2[N:4]=[C:3]([O:2][CH3:1])[CH:8]=[C:7]([O:9][CH3:10])[N:6]=2)=[O:13])(=[O:16])=[O:17])[CH:23]=[CH:22][CH:21]=1 |f:1.2|. Procedure details: N-(4,6-dimethoxypyrimidin-2-yl)-N'-{[(1H-pyrrol-1-yl)amino]sulfonyl}urea (I-53; 0.164 g; 0.48 mM) synthesized according to synthesis Example 1 at room temperature was dissolved in 10 ml of tetrahydrofuran. To the solution was added under cooling with ice-water N-bromosuccinimide (0.085 g; 0.48mM). After cooled for a short period of time, the mixture was stirred at room temperature for 3 hours. The solvent in the reaction mixture was then distilled away and the resultant residue was purified with... Starting materials: ClC1=C2CCN(CC2=CC=N1)S(=O)(=O)NC1=NC=NS1 (5-chloro-N-(1,2,4-thiadiazol-5-yl)-3,4-dihydro-2,6-naphthyridine-2(1H)-sulfonamide), C1(CC1)C1=CC(=C(C=C1)B1OC(C(O1)(C)C)(C)C)OC (2-(4-cyclopropyl-2-methoxyphenyl)-4,4,5,5-tetramethyl-1,3,2-dioxaborolane), C1(CC1)C1=CC(=C(C=C1)B1OC(C(O1)(C)C)(C)C)OC (2-(4-cyclopropyl-2-methoxyphenyl)-4,4,5,5-tetramethyl-1,3,2-dioxaborolane), 444.0, ClC1=C2CCN(CC2=CC=N1)S(=O)(=O)NC1=NC=NS1 (5-chloro-N-(1,2,4-thiadiazol-5-yl)-3,4-dihydro-2,6-naphthyridine-2(1H)-sulfonamide). Yields the product C1(CC1)C1=CC(=C(C=C1)C1=C2CCN(CC2=CC=N1)S(=O)(=O)NC1=NC=NS1)OC (5-(4-Cyclopropyl-2-methoxyphenyl)-N-(1,2,4-thiadiazol-5-yl)-3,4-dihydro-2,6-naphthyridine-2(1H)-sulfonamide). As a reaction SMILES: [CH:1]1([C:4]2[CH:9]=[CH:8][C:7](B3OC(C)(C)C(C)(C)O3)=[C:6]([O:19][CH3:20])[CH:5]=2)[CH2:3][CH2:2]1.Cl[C:22]1[N:31]=[CH:30][CH:29]=[C:28]2[C:23]=1[CH2:24][CH2:25][N:26]([S:32]([NH:35][C:36]1[S:40][N:39]=[CH:38][N:37]=1)(=[O:34])=[O:33])[CH2:27]2>>[CH:1]1([C:4]2[CH:9]=[CH:8][C:7]([C:22]3[N:31]=[CH:30][CH:29]=[C:28]4[C:23]=3[CH2:24][CH2:25][N:26]([S:32]([NH:35][C:36]3[S:40][N:39]=[CH:38][N:37]=3)(=[O:34])=[O:33])[CH2:27]4)=[C:6]([O:19][CH3:20])[CH:5]=2)[CH2:2][CH2:3]1. Reported procedure: The title compound was prepared in a manner analogous to Example 1, except that 2-(4-cyclopropyl-2-methoxyphenyl)-4,4,5,5-tetramethyl-1,3,2-dioxaborolane (Intermediate W) was used in place of (2-(1-methyl-1H-pyrazol-5-yl)-4-(trifluoromethyl)phenyl)boronic acid and 5-chloro-N-(1,2,4-thiadiazol-5-yl)-3,4-dihydro-2,6-naphthyridine-2(1H)-sulfonamide (Intermediate V) was used in place of 5-bromo-N-(1,2,4-thiadiazol-5-yl)-3,4-dihydroisoquinoline-2(1H)-sulfonamide. [M+H]+=444.0 1H NMR (400 MHz, Acetone... Starting materials: CC(C)(C)OC(=O)NCc1cc(C2CC2)no1, CO, Cl. The product is NCc1cc(C2CC2)no1. Reaction SMILES: [C:1]([O:2][C:3](=[O:4])[NH:8][CH2:9][c:10]1[cH:11][c:12]([CH:15]2[CH2:16][CH2:17]2)[n:13][o:14]1)([CH3:5])([CH3:6])[CH3:7].[CH3:19][OH:20].[ClH:18]>>[NH2:8][CH2:9][c:10]1[cH:11][c:12]([CH:15]2[CH2:16][CH2:17]2)[n:13][o:14]1.